Dataset: the Open Reaction Database (ORD), a public repository of structured organic reaction records. Task: describe an organic reaction: reactants, conditions, products, and yield The reactants are 35.6, CN(C)CCO (dimethylaminoethanol), C(C)N(C1=CC=CC=C1)CCCl (N-ethyl-N-(2-chloroethyl)aniline). Solvent: O (water). The product is [Cl-].C[N+](CCO)(CCN(C1=CC=CC=C1)CC)C (N,N-dimethyl-N-2-(N'-ethylanilino)ethyl-N-2-hydroxyethylammonium chloride). RXN SMILES: [CH3:1][N:2]([CH2:4][CH2:5][OH:6])[CH3:3].[CH2:7]([N:9]([CH2:16][CH2:17][Cl:18])[C:10]1[CH:15]=[CH:14][CH:13]=[CH:12][CH:11]=1)[CH3:8]>O>[Cl-:18].[CH3:1][N+:2]([CH3:3])([CH2:17][CH2:16][N:9]([CH2:7][CH3:8])[C:10]1[CH:15]=[CH:14][CH:13]=[CH:12][CH:11]=1)[CH2:4][CH2:5][OH:6] |f:3.4|. Reported procedure: A stirred mixture of 35.6 parts of dimethylaminoethanol in 60 parts of water was heated to 90° and 73.6 parts of N-ethyl-N-(2-chloroethyl)aniline was gradually added. The mixture was heated at 90°-95°. After two and one-half hours there was obtained N,N-dimethyl-N-2-(N'-ethylanilino)ethyl-N-2-hydroxyethylammonium chloride in the form of an aqueous solution. The reactants are COC(=O)C1C(=O)Nc2ccccc2CC1c1ccc(OC)cc1, CCOC(C)=O, [I-], [Li+], c1ccncc1. The product is COc1ccc(C2CC(=O)Nc3ccccc3C2)cc1. As a reaction SMILES: [CH3:1][O:2][C:3](=[O:4])[CH:5]1[C:6](=[O:24])[NH:7][c:8]2[c:9]([cH:20][cH:21][cH:22][cH:23]2)[CH2:10][CH:11]1[c:12]1[cH:13][cH:14][c:15]([O:18][CH3:19])[cH:16][cH:17]1.[CH3:33][CH2:34][O:35][C:36](=[O:37])[CH3:38].[I-:31].[Li+:32].[cH:25]1[cH:26][cH:27][n:28][cH:29][cH:30]1>>[CH2:5]1[C:6](=[O:24])[NH:7][c:8]2[c:9]([cH:20][cH:21][cH:22][cH:23]2)[CH2:10][CH:11]1[c:12]1[cH:13][cH:14][c:15]([O:18][CH3:19])[cH:16][cH:17]1. Starting materials: Cl.CN1N=CC(=C1)N (1-methyl-1H-pyrazol-4-amine hydrochloride), CCN(C(C)C)C(C)C (DIPEA), ClC1=NC=C(C(=N1)N(C1CCC2(CCN(C2)C(=O)OC(C)(C)C)CC1)C)Cl (tert-butyl 8-((2,5-dichloropyrimidin-4-yl)(methyl)amino)-2-azaspiro[4.5]decane-2-carboxylate). Run in CCCCO (n-BuOH). Run at temperature 150 celsius. Product: ClC=1C(=NC(=NC1)NC=1C=NN(C1)C)N(C1CCC2(CCN(C2)C(=O)OC(C)(C)C)CC1)C (tert-butyl 8-((5-chloro-2-((1-methyl-1H-pyrazol-4-yl)amino)pyrimidin-4-yl)(methyl)amino)-2-azaspiro[4.5]decane-2-carboxylate). Isolated yield 93.0%. As a reaction SMILES: Cl[C:2]1[N:7]=[C:6]([N:8]([CH3:26])[CH:9]2[CH2:25][CH2:24][C:12]3([CH2:16][N:15]([C:17]([O:19][C:20]([CH3:23])([CH3:22])[CH3:21])=[O:18])[CH2:14][CH2:13]3)[CH2:11][CH2:10]2)[C:5]([Cl:27])=[CH:4][N:3]=1.Cl.[CH3:29][N:30]1[CH:34]=[C:33]([NH2:35])[CH:32]=[N:31]1.CCN(C(C)C)C(C)C>CCCCO>[Cl:27][C:5]1[C:6]([N:8]([CH3:26])[CH:9]2[CH2:10][CH2:11][C:12]3([CH2:16][N:15]([C:17]([O:19][C:20]([CH3:21])([CH3:22])[CH3:23])=[O:18])[CH2:14][CH2:13]3)[CH2:24][CH2:25]2)=[N:7][C:2]([NH:35][C:33]2[CH:32]=[N:31][N:30]([CH3:29])[CH:34]=2)=[N:3][CH:4]=1 |f:1.2|. Procedure: To a suspension of tert-butyl 8-((2,5-dichloropyrimidin-4-yl)(methyl)amino)-2-azaspiro[4.5]decane-2-carboxylate (3.8 A: 0.14 g, 0.34 mmol) in n-BuOH (2.0 mL) was added 1-methyl-1H-pyrazol-4-amine hydrochloride (89 mg, 0.67 mmol) and DIPEA (0.17 g, 1.35 mmol). The mixture was stirred in a sealed tube and heated to 150° C. for 12 h and then concentrated in vacuo. The residue was purified by silica gel column chromatography (EA/PE (v/v)=4/1) to afford 3.9A as a light yellow solid (0.15 g, 93%). Reactants: Cc1ccncc1CN(c1ccc(Br)cc1)C1CCN(C(=O)OC(C)(C)C)CC1, CC(C)(C)P(C(C)(C)C)C(C)(C)C, C1COCCN1, CC(C)(C)[O-], Cc1ccccc1, [K+], CC(=O)[O-], CC(=O)[O-], [Pd+2]. Product: Cc1ccncc1CN(c1ccc(N2CCOCC2)cc1)C1CCN(C(=O)OC(C)(C)C)CC1. Reaction SMILES: [C:1]([CH3:2])([CH3:3])([CH3:4])[O:5][C:6](=[O:7])[N:8]1[CH2:9][CH2:10][CH:11]([N:14]([CH2:15][c:16]2[cH:17][n:18][cH:19][cH:20][c:21]2[CH3:22])[c:23]2[cH:24][cH:25][c:26]([Br:29])[cH:27][cH:28]2)[CH2:12][CH2:13]1.[C:42]([P:43]([C:44]([CH3:45])([CH3:46])[CH3:47])[C:48]([CH3:49])([CH3:50])[CH3:51])([CH3:52])([CH3:53])[CH3:54].[CH2:36]1[CH2:37][O:38][CH2:39][CH2:40][NH:41]1.[CH3:30][C:31]([CH3:32])([O-:33])[CH3:34].[CH3:55][c:56]1[cH:57][cH:58][cH:59][cH:60][cH:61]1.[K+:35].[O-:63][C:64]([CH3:65])=[O:66].[O-:67][C:68]([CH3:69])=[O:70].[Pd+2:62]>>[C:1]([CH3:2])([CH3:3])([CH3:4])[O:5][C:6](=[O:7])[N:8]1[CH2:9][CH2:10][CH:11]([N:14]([CH2:15][c:16]2[cH:17][n:18][cH:19][cH:20][c:21]2[CH3:22])[c:23]2[cH:24][cH:25][c:26]([N:41]3[CH2:36][CH2:37][O:38][CH2:39][CH2:40]3)[cH:27][cH:28]2)[CH2:12][CH2:13]1.